From a dataset of the Open Reaction Database (ORD), a public repository of structured organic reaction records. describe an organic reaction: reactants, conditions, products, and yield The product is CCN(CC)Cc1ccc(C=Nc2cccc3c2COC3=O)cc1. The reactants are CCN(CC)Cc1ccc(C=O)cc1, CC#N, CC(C)O, [Mg+2], Nc1cccc2c1COC2=O, O=S(=O)([O-])[O-]. RXN SMILES: [CH2:1]([CH3:2])[N:3]([CH2:4][CH3:5])[CH2:6][c:7]1[cH:8][cH:9][c:10]([CH:11]=[O:12])[cH:13][cH:14]1.[CH3:36][C:37]#[N:38].[CH:32]([OH:33])([CH3:34])[CH3:35].[Mg+2:15].[NH2:21][c:22]1[c:23]2[c:27]([cH:28][cH:29][cH:30]1)[C:26](=[O:31])[O:25][CH2:24]2.[O-:16][S:17](=[O:18])(=[O:19])[O-:20]>>[CH2:1]([CH3:2])[N:3]([CH2:4][CH3:5])[CH2:6][c:7]1[cH:8][cH:9][c:10]([CH:11]=[N:21][c:22]2[c:23]3[c:27]([cH:28][cH:29][cH:30]2)[C:26](=[O:31])[O:25][CH2:24]3)[cH:13][cH:14]1. Reactants: O=C(O)c1ccc(OCc2ccccc2)cc1OCc1ccccc1, C1CCOC1, [K+], [K+], Nc1ccc([N+](=O)[O-])cc1O, O=C([O-])[O-]. The product is O=C(Nc1ccc([N+](=O)[O-])cc1O)c1ccc(OCc2ccccc2)cc1OCc1ccccc1. RXN SMILES: [CH2:1]([c:2]1[cH:3][cH:4][cH:5][cH:6][cH:7]1)[O:8][c:9]1[c:10]([C:11](=[O:12])[OH:13])[cH:14][cH:15][c:16]([O:18][CH2:19][c:20]2[cH:21][cH:22][cH:23][cH:24][cH:25]2)[cH:17]1.[CH2:43]1[O:44][CH2:45][CH2:46][CH2:47]1.[K+:26].[K+:27].[NH2:32][c:33]1[c:34]([OH:42])[cH:35][c:36]([N+:39](=[O:40])[O-:41])[cH:37][cH:38]1.[O-:28][C:29]([O-:30])=[O:31]>>[CH2:1]([c:2]1[cH:3][cH:4][cH:5][cH:6][cH:7]1)[O:8][c:9]1[c:10]([C:11](=[O:12])[NH:32][c:33]2[c:34]([OH:42])[cH:35][c:36]([N+:39](=[O:40])[O-:41])[cH:37][cH:38]2)[cH:14][cH:15][c:16]([O:18][CH2:19][c:20]2[cH:21][cH:22][cH:23][cH:24][cH:25]2)[cH:17]1. The reactants are Brc1ccccc1, COc1ccc2c(c1O)C13CCN(C)C(C2)C1(OC)CCC(=O)C3, Cl, [K+], [K+], O=C([O-])[O-], c1ccncc1. The product is COc1ccc2c(c1Oc1ccccc1)C13CCN(C)C(C2)C1(OC)CCC(=O)C3. RXN SMILES: [Br:26][c:27]1[cH:28][cH:29][cH:30][cH:31][cH:32]1.[CH3:2][O:3][c:4]1[cH:5][cH:6][c:7]2[c:16]([c:17]1[OH:18])[C:15]13[C:10]([O:24][CH3:25])([CH:9]([CH2:8]2)[N:21]([CH3:22])[CH2:20][CH2:19]1)[CH2:11][CH2:12][C:13](=[O:23])[CH2:14]3.[ClH:1].[K+:33].[K+:34].[O-:35][C:36]([O-:37])=[O:38].[cH:39]1[cH:40][cH:41][n:42][cH:43][cH:44]1>>[CH3:2][O:3][c:4]1[cH:5][cH:6][c:7]2[c:16]([c:17]1[O:18][c:27]1[cH:28][cH:29][cH:30][cH:31][cH:32]1)[C:15]13[C:10]([O:24][CH3:25])([CH:9]([CH2:8]2)[N:21]([CH3:22])[CH2:20][CH2:19]1)[CH2:11][CH2:12][C:13](=[O:23])[CH2:14]3. Yields the product O=C(O)Cc1cc2cc(Br)cnc2cc1F. Reaction SMILES: [CH3:1][O:2][C:3]([CH2:4][c:5]1[cH:6][c:7]2[cH:8][c:9]([Br:16])[cH:10][n:11][c:12]2[cH:13][c:14]1[F:15])=[O:17].[Na+:19].[OH-:18]>>[O:2]=[C:3]([CH2:4][c:5]1[cH:6][c:7]2[cH:8][c:9]([Br:16])[cH:10][n:11][c:12]2[cH:13][c:14]1[F:15])[OH:17]. Starting materials: COC(=O)Cc1cc2cc(Br)cnc2cc1F, [Na+], [OH-]. Starting materials: CO, NN, O, CC(C)(O)C1CC=C(CN2C(=O)c3ccccc3C2=O)CC1. Product: CC(C)(O)C1CC=C(CN)CC1. As a reaction SMILES: [CH3:26][OH:27].[NH2:24][NH2:25].[OH2:23].[OH:1][C:2]([CH3:3])([CH3:4])[CH:5]1[CH2:6][CH:7]=[C:8]([CH2:11][N:12]2[C:13](=[O:14])[c:15]3[c:16]([cH:17][cH:18][cH:19][cH:20]3)[C:21]2=[O:22])[CH2:9][CH2:10]1>>[OH:1][C:2]([CH3:3])([CH3:4])[CH:5]1[CH2:6][CH:7]=[C:8]([CH2:11][NH2:12])[CH2:9][CH2:10]1. Starting materials: BrC1=CN=C2N1C=CC(=N2)C(C)(C)O (2-(3-Bromoimidazo[1,2-α]pyrimidin-7-yl)propan-2-ol), FC1=C(C=C(C=C1)B1OC(C(O1)(C)C)(C)C)C1=C(SC=C1)C#N (3-[2-fluoro-5-(4,4,5,5-tetramethyl-[1,3,2]dioxaborolan-2-yl)phenyl]thiophene-2-carbonitrile). The product is FC1=C(C=C(C=C1)C1=CN=C2N1C=CC(=N2)C(C)(C)O)C2=C(SC=C2)C#N (3-{2-fluoro-5-[7-(1-hydroxy-1-methylethyl)imidazo[1,2-α]pyrimidin-3-yl]phenyl}thiophene-2-carbonitrile). Reaction SMILES: Br[C:2]1[N:6]2[CH:7]=[CH:8][C:9]([C:11]([OH:14])([CH3:13])[CH3:12])=[N:10][C:5]2=[N:4][CH:3]=1.[F:15][C:16]1[CH:21]=[CH:20][C:19](B2OC(C)(C)C(C)(C)O2)=[CH:18][C:17]=1[C:31]1[CH:35]=[CH:34][S:33][C:32]=1[C:36]#[N:37]>>[F:15][C:16]1[CH:21]=[CH:20][C:19]([C:2]2[N:6]3[CH:7]=[CH:8][C:9]([C:11]([OH:14])([CH3:13])[CH3:12])=[N:10][C:5]3=[N:4][CH:3]=2)=[CH:18][C:17]=1[C:31]1[CH:35]=[CH:34][S:33][C:32]=1[C:36]#[N:37]. Procedure details: 2-(3-Bromoimidazo[1,2-α]pyrimidin-7-yl)propan-2-ol was coupled with 3-[2-fluoro-5-(4,4,5,5-tetramethyl-[1,3,2]dioxaborolan-2-yl)phenyl]thiophene-2-carbonitrile as described in Example 65 to give 3-{2-fluoro-5-[7-(1-hydroxy-1-methylethyl)imidazo[1,2-α]pyrimidin-3-yl]phenyl}thiophene-2-carbonitrile as a buff-coloured solid: δH (400 MHz, CDCl3) 1.57 (6H, s), 7.10 (1H, d, J 7), 7.41-7.44 (2H, m), 7.60-7.64 (1H, m), 7.71 (1H, d J 5), 7.84 (1H, dd, J 7 and 2), 7.87 (1H, s), 8.88 (1H, d, J 7). Reactants: O=C(Cl)COCc1ccccc1, NS(=O)(=O)c1ccc(CCNCc2cccc(-c3cccc(C(=O)NCCN4CCCC4)c3)c2)cc1, CN(C)C=O, O, c1ccncc1. The product is NS(=O)(=O)c1ccc(CCN(Cc2cccc(-c3cccc(C(=O)NCCN4CCCC4)c3)c2)C(=O)COCc2ccccc2)cc1. Reaction SMILES: [CH2:7]([c:8]1[cH:9][cH:10][cH:11][cH:12][cH:13]1)[O:14][CH2:15][C:16](=[O:17])[Cl:18].[NH2:19][S:20](=[O:21])(=[O:22])[c:23]1[cH:24][cH:25][c:26]([CH2:29][CH2:30][NH:31][CH2:32][c:33]2[cH:34][c:35](-[c:39]3[cH:40][c:41]([C:45](=[O:46])[NH:47][CH2:48][CH2:49][N:50]4[CH2:51][CH2:52][CH2:53][CH2:54]4)[cH:42][cH:43][cH:44]3)[cH:36][cH:37][cH:38]2)[cH:27][cH:28]1.[O:55]=[CH:56][N:57]([CH3:58])[CH3:59].[OH2:60].[cH:1]1[cH:2][cH:3][n:4][cH:5][cH:6]1>>[CH2:7]([c:8]1[cH:9][cH:10][cH:11][cH:12][cH:13]1)[O:14][CH2:15][C:16](=[O:17])[N:31]([CH2:30][CH2:29][c:26]1[cH:25][cH:24][c:23]([S:20]([NH2:19])(=[O:21])=[O:22])[cH:28][cH:27]1)[CH2:32][c:33]1[cH:34][c:35](-[c:39]2[cH:40][c:41]([C:45](=[O:46])[NH:47][CH2:48][CH2:49][N:50]3[CH2:51][CH2:52][CH2:53][CH2:54]3)[cH:42][cH:43][cH:44]2)[cH:36][cH:37][cH:38]1.